This data is from the Open Reaction Database (ORD), a public repository of structured organic reaction records. The task is: describe an organic reaction: reactants, conditions, products, and yield Reactants: CCOC1C=CC2=CC=CC=C2N1C(=O)OCC (EEDQ), O=C1N(C(C=C1)=O)CCCCCC(=O)N[C@H](C(=O)N[C@H](C(=O)O)C)C(C)C ((S)-2-((S)-2-(6-(2,5-dioxo-2,5-dihydro-1H-pyrrol-1-yl)hexanamido)-3-methylbutanamido)propanoic acid), NC1=CC=C(C=C1)C=1C[C@H]2C=NC3=C(C(N2C1)=O)C=C(C(=C3)OCCCOC3=CC1=C(C(N2[C@H](C=N1)CC(=C2)C)=O)C=C3OC)OC ((S)-2-(4-aminophenyl)-7-methoxy-8-(3-((S)-7-methoxy-2-methyl-5-oxo-5,11a-dihydro-1H-pyrrolo[2,1-c][1,4]benzodiazepine-8-yloxy)propoxy)-1H-pyrrolo[2,1-c][1,4]benzodiazepine-5(11aH)-one). The solvent is CO.ClCCl (methanol dichloromethane). Run at time 15 minute. Product: O=C1N(C(C=C1)=O)CCCCCC(=O)N[C@H](C(=O)N[C@H](C(=O)NC1=CC=C(C=C1)C=1C[C@H]2C=NC3=C(C(N2C1)=O)C=C(C(=C3)OCCCOC3=CC1=C(C(N2[C@H](C=N1)CC(=C2)C)=O)C=C3OC)OC)C)C(C)C (6-(2,5-dioxo-2,5-dihydro-1H-pyrrol-1-yl)-N—((S)-1-(((S)-1-((4-((S)-7-methoxy-8-(3-(((S)-7-methoxy-2-methyl-5-oxo-5,11a-dihydro-1H-pyrrolo[2,1-c][1,4]-benzodiazepin-8-yl)oxy)propoxy)-5-oxo-5,11a-dihydro-1H-pyrrolo[2,1-c][1,4]benzodiazepin-2-yl)phenyl)amino)-1-oxopropan-2-yl)amino)-3-methyl-1-oxobutan-2-yl)hexanamide). The yield is 49.9%. RXN SMILES: [O:1]=[C:2]1[CH:6]=[CH:5][C:4](=[O:7])[N:3]1[CH2:8][CH2:9][CH2:10][CH2:11][CH2:12][C:13]([NH:15][C@@H:16]([CH:25]([CH3:27])[CH3:26])[C:17]([NH:19][C@@H:20]([CH3:24])[C:21]([OH:23])=O)=[O:18])=[O:14].CCOC1N(C(OCC)=O)C2C(=CC=CC=2)C=C1.[NH2:46][C:47]1[CH:52]=[CH:51][C:50]([C:53]2[CH2:54][C@@H:55]3[N:61]([CH:62]=2)[C:60](=[O:63])[C:59]2[CH:64]=[C:65]([O:91][CH3:92])[C:66]([O:68][CH2:69][CH2:70][CH2:71][O:72][C:73]4[C:88]([O:89][CH3:90])=[CH:87][C:76]5[C:77](=[O:86])[N:78]6[CH:84]=[C:83]([CH3:85])[CH2:82][C@H:79]6[CH:80]=[N:81][C:75]=5[CH:74]=4)=[CH:67][C:58]=2[N:57]=[CH:56]3)=[CH:49][CH:48]=1>CO.ClCCl>[O:7]=[C:4]1[CH:5]=[CH:6][C:2](=[O:1])[N:3]1[CH2:8][CH2:9][CH2:10][CH2:11][CH2:12][C:13]([NH:15][C@@H:16]([CH:25]([CH3:27])[CH3:26])[C:17]([NH:19][C@@H:20]([CH3:24])[C:21]([NH:46][C:47]1[CH:52]=[CH:51][C:50]([C:53]2[CH2:54][C@@H:55]3[N:61]([CH:62]=2)[C:60](=[O:63])[C:59]2[CH:64]=[C:65]([O:91][CH3:92])[C:66]([O:68][CH2:69][CH2:70][CH2:71][O:72][C:73]4[C:88]([O:89][CH3:90])=[CH:87][C:76]5[C:77](=[O:86])[N:78]6[CH:84]=[C:83]([CH3:85])[CH2:82][C@H:79]6[CH:80]=[N:81][C:75]=5[CH:74]=4)=[CH:67][C:58]=2[N:57]=[CH:56]3)=[CH:49][CH:48]=1)=[O:23])=[O:18])=[O:14] |f:3.4|. Procedure details: To a mixture of carboxylic acid 23 (8 mg, 21 umol) in 5% methanol/dichloromethane was added EEDQ (6.1 mg, 24.6 umol) and the mixture was stirred for 15 minutes under nitrogen at an ambient temperature. The resulting mixture was added to 11 (12 mg, 18.9 umol) and stirred for 3 hours under nitrogen. The reaction mixture was aspirated directly onto a 1 mm radial chromatotron plate and eluted with a gradient of 1 to 4% methanol in dichloromethane. Product containing fractions were concentrated under... Starting materials: Clc1ccc2c(c1)CNC2, Clc1ccnc2ccccc12. Product: Cl, Clc1ccc2c(c1)CN(c1ccnc3ccccc13)C2. RXN SMILES: [Cl:12][c:13]1[cH:14][c:15]2[c:19]([cH:20][cH:21]1)[CH2:18][NH:17][CH2:16]2.[Cl:1][c:2]1[cH:3][cH:4][n:5][c:6]2[cH:7][cH:8][cH:9][cH:10][c:11]12>>[ClH:1].[c:2]1([N:17]2[CH2:16][c:15]3[cH:14][c:13]([Cl:12])[cH:21][cH:20][c:19]3[CH2:18]2)[cH:3][cH:4][n:5][c:6]2[cH:7][cH:8][cH:9][cH:10][c:11]12. Reactants: C1CCOC1, COC(=O)c1cnc(OCC(C)(C)OCc2ccc(OC)cc2)cn1, CO, [Na+], [OH-], O. Yields the product COc1ccc(COC(C)(C)COc2cnc(C(=O)O)cn2)cc1. RXN SMILES: [CH2:30]1[O:31][CH2:32][CH2:33][CH2:34]1.[CH3:1][O:2][c:3]1[cH:4][cH:5][c:6]([CH2:7][O:8][C:9]([CH2:10][O:11][c:12]2[n:13][cH:14][c:15]([C:18](=[O:19])[O:20][CH3:21])[n:16][cH:17]2)([CH3:22])[CH3:23])[cH:24][cH:25]1.[CH3:28][OH:29].[Na+:27].[OH-:26].[OH2:35]>>[CH3:1][O:2][c:3]1[cH:4][cH:5][c:6]([CH2:7][O:8][C:9]([CH2:10][O:11][c:12]2[n:13][cH:14][c:15]([C:18](=[O:19])[OH:20])[n:16][cH:17]2)([CH3:22])[CH3:23])[cH:24][cH:25]1. Starting materials: Cl.OC=1C=CC2=C(OC(CO2)CN)C1 (2,3-Dihydro-7-hydroxy-1,4-benzodioxin-2-methanamine hydrochloride), BrCCCOC1=CC=C2C(C=COC2=C1)=O (7-(3-bromopropoxy)chromen-4-one), C(C)(C)N(CC)C(C)C (diisopropylethylamine). Run in CN(C)C=O (DMF). Run at temperature 80 celsius. The product is OC=1C=CC2=C(OC(CO2)CNCCCOC2=CC=C3C(C=COC3=C2)=O)C1 (7-[3-[(7-Hydroxy-2,3-dihydro-benzo[1,4]dioxin-2-ylmethyl)amino]propoxy]chromen-4-one). Yield: 10.1%. RXN SMILES: Cl.[OH:2][C:3]1[CH:4]=[CH:5][C:6]2[O:11][CH2:10][CH:9]([CH2:12][NH2:13])[O:8][C:7]=2[CH:14]=1.Br[CH2:16][CH2:17][CH2:18][O:19][C:20]1[CH:29]=[C:28]2[C:23]([C:24](=[O:30])[CH:25]=[CH:26][O:27]2)=[CH:22][CH:21]=1.C(N(C(C)C)CC)(C)C>CN(C=O)C>[OH:2][C:3]1[CH:4]=[CH:5][C:6]2[O:11][CH2:10][CH:9]([CH2:12][NH:13][CH2:16][CH2:17][CH2:18][O:19][C:20]3[CH:29]=[C:28]4[C:23]([C:24](=[O:30])[CH:25]=[CH:26][O:27]4)=[CH:22][CH:21]=3)[O:8][C:7]=2[CH:14]=1 |f:0.1|. Reported procedure: 2,3-Dihydro-7-hydroxy-1,4-benzodioxin-2-methanamine hydrochloride (4.7 g, 22 mmole), 7-(3-bromopropoxy)chromen-4-one (6.1 g, 22 mmole) and diisopropylethylamine (18.8 ml, 108 mmole) were combined in 200 ml of DMF and heated at 80° C. for 24 hours under a nitrogen atmosphere. The solvent was then removed and replaced with dichloromethane. The mixture was washed with an equal volume of saturated aqueous sodium bicarbonate, with saturated aqueous sodium chloride, dried over anhydrous magnesium sulf... Starting materials: ClC(Cl)Cl, ClC=CCl, O=S(=O)(Cl)c1ccc(Cl)cc1, NCCCCN. The product is NCCCCNS(=O)(=O)c1ccc(Cl)cc1. Reaction SMILES: [CH:18]([Cl:19])([Cl:20])[Cl:21].[Cl:22][CH:23]=[CH:24][Cl:25].[Cl:7][c:8]1[cH:9][cH:10][c:11]([S:14](=[O:15])(=[O:16])[Cl:17])[cH:12][cH:13]1.[NH2:1][CH2:2][CH2:3][CH2:4][CH2:5][NH2:6]>>[NH:1]([CH2:2][CH2:3][CH2:4][CH2:5][NH2:6])[S:14]([c:11]1[cH:10][cH:9][c:8]([Cl:7])[cH:13][cH:12]1)(=[O:15])=[O:16]. Starting materials: c2ccc1ocnc1c2 (effective_coupling_partner), CC(C)(C)C(=O)Oc2cc1ccccc1c3ccccc23 (substrate). The reagents and catalysts are dcype. Run at temperature 120 celsius, time 12 hour. The product is c1ccc5c(c1)cc(c3nc2ccccc2o3)c4ccccc45. Reaction SMILES: [C:16]([CH3:17])(=[O:18])[O:19][C:20]([CH3:21])([CH2:22][CH2:23][CH2:24][CH:25]([CH:26]=[CH2:27])[CH3:28])[CH3:29].[CH2:11]([Li:12])[CH2:13][CH2:14][CH3:15].[CH2:42]1[O:43][CH2:44][CH2:45][CH2:46]1.[CH3:30][O:31][c:32]1[cH:33][cH:34][c:35]([C:36](=[O:37])[Cl:38])[cH:39][cH:40]1.[CH:1]([NH:2][CH:3]1[CH2:4][CH2:5][CH2:6][CH2:7][CH2:8]1)([CH3:9])[CH3:10].[ClH:41].[OH2:47]>>[C:16]([CH2:17][C:36]([c:35]1[cH:34][cH:33][c:32]([O:31][CH3:30])[cH:40][cH:39]1)=[O:37])(=[O:18])[O:19][C:20]([CH3:21])([CH2:22][CH2:23][CH2:24][CH:25]([CH:26]=[CH2:27])[CH3:28])[CH3:29]. The reactants are C=CC(C)CCCC(C)(C)OC(C)=O, [Li]CCCC, C1CCOC1, COc1ccc(C(=O)Cl)cc1, CC(C)NC1CCCCC1, Cl, O. Yields the product C=CC(C)CCCC(C)(C)OC(=O)CC(=O)c1ccc(OC)cc1. The reactants are CC1=CC=C(C=C1)S(=O)(=O)NC(=O)NC(C(C1=CC=CC=C1)NC(=O)NC=1C=C(C(=O)[O-])C=CC1)C1=CC=CC=C1 (3-[[[[2-[[[[(4-methylphenyl)sulfonyl]amino]carbonyl]-amino]-1,2-diphenylethyl]amino]carbonyl]amino]benzoate), O.[OH-].[Li+] (lithium hydroxide monohydrate), O (water). The solvent is CO (MeOH). Reaction conditions: temperature 50 celsius. Yields the product CC1=CC=C(C=C1)S(=O)(=O)NC(=O)NC(C(C1=CC=CC=C1)NC(=O)NC=1C=C(C(=O)O)C=CC1)C1=CC=CC=C1 (3-[[[[2-[[[[(4-methylphenyl)sulfonyl]-amino]carbonyl]amino]-1,2-diphenylethyl]amino]-carbonyl]amino]benzoic acid). As a reaction SMILES: [CH3:1][C:2]1[CH:7]=[CH:6][C:5]([S:8]([NH:11][C:12]([NH:14][CH:15]([C:36]2[CH:41]=[CH:40][CH:39]=[CH:38][CH:37]=2)[CH:16]([NH:23][C:24]([NH:26][C:27]2[CH:28]=[C:29]([CH:33]=[CH:34][CH:35]=2)[C:30]([O-:32])=[O:31])=[O:25])[C:17]2[CH:22]=[CH:21][CH:20]=[CH:19][CH:18]=2)=[O:13])(=[O:10])=[O:9])=[CH:4][CH:3]=1.O.[OH-].[Li+].O>CO>[CH3:1][C:2]1[CH:7]=[CH:6][C:5]([S:8]([NH:11][C:12]([NH:14][CH:15]([C:36]2[CH:41]=[CH:40][CH:39]=[CH:38][CH:37]=2)[CH:16]([NH:23][C:24]([NH:26][C:27]2[CH:28]=[C:29]([CH:33]=[CH:34][CH:35]=2)[C:30]([OH:32])=[O:31])=[O:25])[C:17]2[CH:18]=[CH:19][CH:20]=[CH:21][CH:22]=2)=[O:13])(=[O:10])=[O:9])=[CH:4][CH:3]=1 |f:1.2.3|. Procedure: To a solution of ethyl (-)-[S-(R*,R*)]-3-[[[[2-[[[[(4-methylphenyl)sulfonyl]amino]carbonyl]-amino]-1,2-diphenylethyl]amino]carbonyl]amino]benzoate (0.1 g, 0.17 mmol), in MeOH (5 mL) is added lithium hydroxide monohydrate (0.006 g, 0.17 mmol) followed by water to the cloud point. The resulting mixture is warmed to 50° C. for 4 hours. The solvent is removed in vacuo and the residue partitioned between water and diethyl ether. The layers are separated and the aqueous layer is acidified to pH=2 with... Starting materials: COc1cc2c(cc1[N+](=O)[O-])N(C(C)=O)CC2, CCO. Yields the product COc1cc2c(cc1N)N(C(C)=O)CC2. As a reaction SMILES: [C:1]([CH3:2])(=[O:3])[N:4]1[CH2:5][CH2:6][c:7]2[cH:8][c:9]([O:16][CH3:17])[c:10]([N+:13]([O-:14])=[O:15])[cH:11][c:12]21.[CH3:18][CH2:19][OH:20]>>[C:1]([CH3:2])(=[O:3])[N:4]1[CH2:5][CH2:6][c:7]2[cH:8][c:9]([O:16][CH3:17])[c:10]([NH2:13])[cH:11][c:12]21. The reactants are C(C)OC(=O)C1(CCNCC1)CCOC (4-(2-methoxy-ethyl)-piperidine-4-carboxylic acid ethyl ester), CC1=CC=C(S1)S(=O)(=O)Cl (5-methylthiophene-2-sulphonyl chloride), NC1=CC=C(C=C1)OS(=O)(=O)C (methanesulfonic acid 4-amino-phenyl ester). The product is CC1=CC=C(S1)S(=O)(=O)N1CCC2(CCN(C2=O)C2=CC=C(C=C2)OS(=O)(=O)C)CC1 (Methanesulfonic acid 4-[8-(5-methyl-thiophene-2-sulfonyl)-1-oxo-2,8-diaza-spiro[4.5]dec-2-yl]-phenyl ester). RXN SMILES: C(O[C:4]([C:6]1([CH2:12][CH2:13]OC)[CH2:11][CH2:10][NH:9][CH2:8][CH2:7]1)=[O:5])C.[CH3:16][C:17]1[S:21][C:20]([S:22](Cl)(=[O:24])=[O:23])=[CH:19][CH:18]=1.[NH2:26][C:27]1[CH:32]=[CH:31][C:30]([O:33][S:34]([CH3:37])(=[O:36])=[O:35])=[CH:29][CH:28]=1>>[CH3:16][C:17]1[S:21][C:20]([S:22]([N:9]2[CH2:8][CH2:7][C:6]3([C:4](=[O:5])[N:26]([C:27]4[CH:32]=[CH:31][C:30]([O:33][S:34]([CH3:37])(=[O:36])=[O:35])=[CH:29][CH:28]=4)[CH2:13][CH2:12]3)[CH2:11][CH2:10]2)(=[O:24])=[O:23])=[CH:19][CH:18]=1. Procedure details: Brown solid. MS (ESI): 485.08 (MH+). This example was prepared in analogy to example 1 step C) to D) from 4-(2-methoxy-ethyl)-piperidine-4-carboxylic acid ethyl ester (example 1 step B)), 5-methylthiophene-2-sulphonyl chloride and methanesulfonic acid 4-amino-phenyl ester.